From a dataset of the Open Reaction Database (ORD), a public repository of structured organic reaction records. describe an organic reaction: reactants, conditions, products, and yield Starting materials: N[C@H](CO)C ((S)-2-aminopropan-1-ol), ClCC(=O)Cl (chloroacetyl chloride). Solvent: O (water), ClCCl (dichloromethane), [OH-].[Na+] (sodium hydroxide). The product is ClCC(=O)N[C@H](CO)C ((S)-2-chloro-N-(1-hydroxypropan-2-yl)acetamide). Yield: 82.2%. As a reaction SMILES: [NH2:1][C@@H:2]([CH3:5])[CH2:3][OH:4].[Cl:6][CH2:7][C:8](Cl)=[O:9]>O.ClCCl.[OH-].[Na+]>[Cl:6][CH2:7][C:8]([NH:1][C@@H:2]([CH3:5])[CH2:3][OH:4])=[O:9] |f:4.5|. Procedure: To a stirred solution of (S)-2-aminopropan-1-ol (10 g, 0.13 mol) in water at 0° C. was added simultaneously a solution of chloroacetyl chloride (18 g, 0.16 mol) in dichloromethane (50 mL) and 1.6M aqueous sodium hydroxide (100 mL) dropwise over 1 h. The dichloromethane was removed under reduced pressure then the aqueous layer was extracted with ethyl acetate. The separated organic layer was dried (Na2SO4) and concentrated to afford (S)-2-chloro-N-(1-hydroxypropan-2-yl)acetamide (16.2 g, 83%) as ... The reactants are COC(CN(C(CN1C(=O)NC(=O)C(C)=C1)=O)CCN(C)C(=O)OC(C)(C)C)=O (N-[(N-Boc)(N-methyl)-2-aminoethyl]-N-[(1-thyminyl)acetyl] glycine methyl ester), Cl (HCl). Solvent: [OH-].[Na+] (NaOH), CO.O (MeOH H2O). Product: C(=O)(OC(C)(C)C)N(CCN(CC(=O)O)C(CN1C(=O)NC(=O)C(C)=C1)=O)C (N-[(N-Boc)(N-methyl)-2-aminoethyl]-N-[(1-thyminyl)acetyl] glycine). RXN SMILES: C[O:2][C:3](=[O:29])[CH2:4][N:5]([CH2:18][CH2:19][N:20]([C:22]([O:24][C:25]([CH3:28])([CH3:27])[CH3:26])=[O:23])[CH3:21])[C:6](=[O:17])[CH2:7][N:8]1[CH:16]=[C:14]([CH3:15])[C:12](=[O:13])[NH:11][C:9]1=[O:10].Cl>[OH-].[Na+].CO.O>[C:22]([N:20]([CH3:21])[CH2:19][CH2:18][N:5]([C:6](=[O:17])[CH2:7][N:8]1[CH:16]=[C:14]([CH3:15])[C:12](=[O:13])[NH:11][C:9]1=[O:10])[CH2:4][C:3]([OH:29])=[O:2])([O:24][C:25]([CH3:28])([CH3:27])[CH3:26])=[O:23] |f:2.3,4.5|. Reported procedure: N-[(N-Boc)(N-methyl)-2-aminoethyl]-N-[(1-thyminyl)acetyl] glycine methyl ester was dissolved in 1N NaOH in MeOH/H2O 1:1 for 2 hours. The pH was adjusted to 2 with 2N HCl and extracted with ethyl acetate (50 ml). The organic phase was dried with Na2SO4 and evaporated to dryness. The yield of the title compound was 77%.